This data is from the Open Reaction Database (ORD), a public repository of structured organic reaction records. The task is: describe an organic reaction: reactants, conditions, products, and yield Reactants: C[O-], CO, Nc1nc2cc(Cl)c(Cl)cc2nc1Cl, [Na+], C1CCOC1. The product is COc1nc2cc(Cl)c(Cl)cc2nc1N. Reaction SMILES: [CH3:15][O-:16].[CH3:23][OH:24].[NH2:1][c:2]1[n:3][c:4]2[cH:5][c:6]([Cl:14])[c:7]([Cl:13])[cH:8][c:9]2[n:10][c:11]1[Cl:12].[Na+:17].[O:18]1[CH2:19][CH2:20][CH2:21][CH2:22]1>>[NH2:1][c:2]1[n:3][c:4]2[cH:5][c:6]([Cl:14])[c:7]([Cl:13])[cH:8][c:9]2[n:10][c:11]1[O:16][CH3:15]. The reactants are Cl.ClC1=CN=C(C2=CC(=CC=C12)S(=O)(=O)N(CC(=O)O)[C@H](C)C1=CC=CC=C1)NC(=N)N (N-[(4-Chloro-1-guanidino-7-isoquinolinyl)sulphonyl]-N-[(1R)-1-phenylethyl]glycine hydrochloride), Cl.NC(=N)N (guanidine hydrochloride), C(C)(C)(C)OC(CN([C@H](C)C1=CC=CC=C1)S(=O)(=O)C1=CC=C2C(=CN=C(C2=C1)Cl)Cl)=O (N-[(1,4-dichloro-7-isoquinolinyl)sulphonyl]-N-[(1R)-1-phenylethyl]glycine t-butyl ester). Solvent: COCCOC (DME), COCCOC (DME). Reaction conditions: temperature 60 celsius. Yields the product C(C)(C)(C)OC(CN([C@H](C)C1=CC=CC=C1)S(=O)(=O)C1=CC=C2C(=CN=C(C2=C1)NC(=N)N)Cl)=O (N-[(4-chloro-1-guanidino-7-isoquinolinyl)sulphonyl]-N-[(1R)-1-phenylethyl]glycine t-butyl ester). Isolated yield 57.5%. As a reaction SMILES: Cl.[Cl:2][C:3]1[C:12]2[C:7](=[CH:8][C:9]([S:13]([N:16]([C@@H:21]([C:23]3[CH:28]=[CH:27][CH:26]=[CH:25][CH:24]=3)[CH3:22])[CH2:17][C:18]([OH:20])=[O:19])(=[O:15])=[O:14])=[CH:10][CH:11]=2)[C:6]([NH:29][C:30]([NH2:32])=[NH:31])=[N:5][CH:4]=1.Cl.NC(N)=N.[C:38](OC(=O)CN(S(C1C=C2C(C(Cl)=CN=C2Cl)=CC=1)(=O)=O)[C@@H](C1C=CC=CC=1)C)([CH3:41])([CH3:40])[CH3:39]>COCCOC>[C:38]([O:19][C:18](=[O:20])[CH2:17][N:16]([S:13]([C:9]1[CH:8]=[C:7]2[C:12]([C:3]([Cl:2])=[CH:4][N:5]=[C:6]2[NH:29][C:30]([NH2:32])=[NH:31])=[CH:11][CH:10]=1)(=[O:14])=[O:15])[C@@H:21]([C:23]1[CH:24]=[CH:25][CH:26]=[CH:27][CH:28]=1)[CH3:22])([CH3:41])([CH3:40])[CH3:39] |f:0.1,2.3|. Procedure: N-[(4-Chloro-1-guanidino-7-isoquinolinyl)sulphonyl]-N-[(1R)-1-phenylethyl]glycine hydrochloride ##STR28## NaH (30 mg, 80% dispersion by wt in mineral oil, 1.01 mmol) was added in one portion to a stirred suspension of guanidine hydrochloride (154 mg, 1.61 mmol) in DME (6.0 mL) and the mixture was heated at 60° C. under N2 for 30 min. A solution of N-[(1,4-dichloro-7-isoquinolinyl)sulphonyl]-N-[(1R)-1-phenylethyl]glycine t-butyl ester (200 mg, 0.40 mmol) in DME (3.0 mL) was added and the mixture ...